From a dataset of the Open Reaction Database (ORD), a public repository of structured organic reaction records. describe an organic reaction: reactants, conditions, products, and yield Reactants: C(C)OP(OCC)(=O)CN1C(C(NC=2C=C(C3=C(C12)C=CC=C3)[N+](=O)[O-])=O)=O ((6-nitro-2,3-dioxo-1,2,3,4-tetrahydrobenzo[f]quinoxalin-1-yl)-methanephosphonic acid diethyl ester), [H][H] (hydrogen), [H][H] (hydrogen). The reagents and catalysts are [Pt]=O (platinum oxide). Solvent: CN(C)C=O (DMF), O (water). Product: C(C)OP(OCC)(=O)CN1C(C(NC=2C=C(C3=C(C12)C=CC=C3)N)=O)=O ((6-amino-2,3-dioxo-1,2,3,4-tetrahydro-benzo[f]quinoxalin-1-yl)-methanephosphonic acid diethyl ester). RXN SMILES: [CH2:1]([O:3][P:4]([CH2:9][N:10]1[C:19]2[C:18]3[CH:20]=[CH:21][CH:22]=[CH:23][C:17]=3[C:16]([N+:24]([O-])=O)=[CH:15][C:14]=2[NH:13][C:12](=[O:27])[C:11]1=[O:28])(=[O:8])[O:5][CH2:6][CH3:7])[CH3:2].[H][H]>CN(C=O)C.[Pt]=O.O>[CH2:1]([O:3][P:4]([CH2:9][N:10]1[C:19]2[C:18]3[CH:20]=[CH:21][CH:22]=[CH:23][C:17]=3[C:16]([NH2:24])=[CH:15][C:14]=2[NH:13][C:12](=[O:27])[C:11]1=[O:28])(=[O:8])[O:5][CH2:6][CH3:7])[CH3:2]. Procedure details: 0.3 mmol of (6-nitro-2,3-dioxo-1,2,3,4-tetrahydrobenzo[f]quinoxalin-1-yl)-methanephosphonic acid diethyl ester in 10 ml of DMF z.A. is dissolved, and 10 mg of platinum oxide catalyst, which was previously saturated with hydrogen, is added. It is hydrogenated with hydrogen for three hours at normal pressure and room temperature. The catalyst is suctioned off on Celite, the mother liquor is diluted with water and the precipitate that is produced is suctioned off. 44% of theory of (6-amino-2,3-diox... Reactants: C(=O)(OC(C)(C)C)N1[C@H](C(=O)O)[C@H](CC1)C1CCCCC1 (N-BOC-3(R)-cyclohexyl-(L)-proline), C(=O)(C(F)(F)F)O (TFA). Solvent: C(Cl)Cl (CH2Cl2). Product: C1(CCCCC1)[C@@H]1[C@H](NCC1)C(=O)O (3(R)-cyclohexyl-(L)-proline). RXN SMILES: C([N:8]1[CH2:15][CH2:14][C@H:13]([CH:16]2[CH2:21][CH2:20][CH2:19][CH2:18][CH2:17]2)[C@H:9]1[C:10]([OH:12])=[O:11])(OC(C)(C)C)=O.C(O)(C(F)(F)F)=O>C(Cl)Cl>[CH:16]1([C@H:13]2[CH2:14][CH2:15][NH:8][C@@H:9]2[C:10]([OH:12])=[O:11])[CH2:17][CH2:18][CH2:19][CH2:20][CH2:21]1. Procedure: To a solution of N-BOC-3(R)-cyclohexyl-(L)-proline from step A (1.0 g, 0.28 mmol) in CH2Cl2 (3 mL) at 0° C. was added TFA (6 mL). The reaction was allowed to warm to rt for 4 h. The reaction was then concentrated in vacuo and azeotroped with toluene. The crude product was used in the subsequent reaction. Reactants: BrC1=CC(=CC=C1)CC(C)C (1-bromo-3-isobutylbenzene), [Mg] (magnesium), BrCCBr (1,2-dibromoethane), C(C(C)C)C=1C=C(C=O)C=CC1 (3-isobutylbenzaldehyde), Cl (hydrochloric acid). Reagents/catalysts: II (iodine). The solvent is O1CCCC1 (tetrahydrofuran), O1CCCC1 (tetrahydrofuran), C(C)(=O)OCC (ethyl acetate). Run at temperature 25 celsius, time 1 hour. Product: C(C(C)C)C=1C=C(C=CC1)C(O)C1=CC(=CC=C1)CC(C)C (bis(3-isobutylphenyl)methanol). Yield: 66.1%. Reaction SMILES: Br[C:2]1[CH:7]=[CH:6][CH:5]=[C:4]([CH2:8][CH:9]([CH3:11])[CH3:10])[CH:3]=1.[Mg].BrCCBr.[CH2:17]([C:21]1[CH:22]=[C:23]([CH:26]=[CH:27][CH:28]=1)[CH:24]=[O:25])[CH:18]([CH3:20])[CH3:19].Cl>O1CCCC1.II.C(OCC)(=O)C>[CH2:17]([C:21]1[CH:22]=[C:23]([CH:24]([C:2]2[CH:7]=[CH:6][CH:5]=[C:4]([CH2:8][CH:9]([CH3:11])[CH3:10])[CH:3]=2)[OH:25])[CH:26]=[CH:27][CH:28]=1)[CH:18]([CH3:20])[CH3:19]. Reported procedure: A mixture of 1-bromo-3-isobutylbenzene (3.16 g), magnesium (1.08 g), 1,2-dibromoethane (2.78 g) and iodine (10 mg) in tetrahydrofuran (10 ml) was refluxed for 1.5 hours. The mixture was cooled to 25° C., and a solution of 3-isobutylbenzaldehyde (2.40 g) in tetrahydrofuran (10 ml) was added at 25° C. After stirred for 1 hour at the same temperature, the mixture was poured into a mixture of ethyl acetate and 1N hydrochloric acid. The organic layer was separated, washed with water and brine, and dr... The reactants are N1=C(C=CC=C1)S(=O)(=O)N (pyridine-2-sulfonamide), C(CCC)[Li] (n-butyllithium), solution, BrC1=NC=CC=C1 (2-bromopyridine), S(=O)(=O)(Cl)Cl (sulfuryl chloride). Solvent: CO (methanol), CCCCCC (hexane), C(C)OCC (diethyl ether). The product is solution, N (ammonia), N1=C(C=CC=C1)S(=O)(=O)N (pyridine-2-sulfonamide). The yield is 15.0%. As a reaction SMILES: BrC1C=CC=C[N:3]=1.C([Li])CCC.S(Cl)(Cl)(=O)=O.[N:18]1[CH:23]=[CH:22][CH:21]=[CH:20][C:19]=1[S:24]([NH2:27])(=[O:26])=[O:25]>CCCCCC.CO.C(OCC)C>[NH3:3].[N:18]1[CH:23]=[CH:22][CH:21]=[CH:20][C:19]=1[S:24]([NH2:27])(=[O:26])=[O:25]. Procedure details: According to Reference Example 9-8, by use of 2-bromopyridine (500 mg, 3.2 mmol), diethyl ether (5 mL), n-butyllithium (a 1.56 mol/L solution in hexane, 2.5 mL, 3.8 mmol), sulfuryl chloride (0.28 mL, 3.5 mmol) and a 7 mol/L solution of ammonia in methanol (2 mL), pyridine-2-sulfonamide (Compound FI) (77 mg, yield: 15%) was obtained. Starting materials: CCc1cccc(CC)c1C(=O)Cl, CN1CCc2c(N)cccc2C1. Yields the product CCc1cccc(CC)c1C(=O)Nc1cccc2c1CCN(C)C2. Reaction SMILES: [CH2:13]([CH3:14])[c:15]1[c:16]([C:17](=[O:18])[Cl:19])[c:20]([CH2:24][CH3:25])[cH:21][cH:22][cH:23]1.[NH2:1][c:2]1[c:3]2[c:8]([cH:9][cH:10][cH:11]1)[CH2:7][N:6]([CH3:12])[CH2:5][CH2:4]2>>[NH:1]([c:2]1[c:3]2[c:8]([cH:9][cH:10][cH:11]1)[CH2:7][N:6]([CH3:12])[CH2:5][CH2:4]2)[C:17]([c:16]1[c:15]([CH2:13][CH3:14])[cH:23][cH:22][cH:21][c:20]1[CH2:24][CH3:25])=[O:18]. Reactants: Brc1ccc2[nH]c3ccccc3c2c1, [C-]#N, CN1CCCC1=O, O. Product: N#Cc1ccc2[nH]c3ccccc3c2c1. Reaction SMILES: [Br:1][c:2]1[cH:3][cH:4][c:5]2[nH:6][c:7]3[cH:8][cH:9][cH:10][cH:11][c:12]3[c:13]2[cH:14]1.[C-:15]#[N:16].[CH3:18][N:19]1[CH2:20][CH2:21][CH2:22][C:23]1=[O:24].[OH2:17]>>[c:2]1([C:15]#[N:16])[cH:3][cH:4][c:5]2[nH:6][c:7]3[cH:8][cH:9][cH:10][cH:11][c:12]3[c:13]2[cH:14]1. The reactants are CCO, [H][H], Nc1c(N=O)c(-c2ccc(CO)o2)nn1Cc1ccccc1F. The product is Nc1c(-c2ccc(CO)o2)nn(Cc2ccccc2F)c1N. Reaction SMILES: [CH3:26][CH2:27][OH:28].[H:24][H:25].[NH2:1][c:2]1[c:3]([N:22]=[O:23])[c:4](-[c:15]2[o:16][c:17]([CH2:20][OH:21])[cH:18][cH:19]2)[n:5][n:6]1[CH2:7][c:8]1[c:9]([F:14])[cH:10][cH:11][cH:12][cH:13]1>>[NH2:1][c:2]1[c:3]([NH2:22])[c:4](-[c:15]2[o:16][c:17]([CH2:20][OH:21])[cH:18][cH:19]2)[n:5][n:6]1[CH2:7][c:8]1[c:9]([F:14])[cH:10][cH:11][cH:12][cH:13]1.